This data is from the Open Reaction Database (ORD), a public repository of structured organic reaction records. The task is: describe an organic reaction: reactants, conditions, products, and yield The reactants are CC(=O)[O-], CC(=O)OCC1OC(n2cnc3c(N)nc(F)nc32)C(OC(C)=O)C1OC(C)=O, [NH3+]O, c1ccncc1. The product is CC(=O)OCC1OC(n2cnc3c(N)nc(F)nc32)C(O)C1OC(C)=O. As a reaction SMILES: [C:30]([O-:31])(=[O:32])[CH3:33].[F:1][c:2]1[n:3][c:4]([NH2:29])[c:5]2[n:6][cH:7][n:8]([CH:9]3[CH:10]([O:11][C:12](=[O:13])[CH3:14])[CH:15]([O:16][C:17]([CH3:18])=[O:19])[CH:20]([CH2:21][O:22][C:23]([CH3:24])=[O:25])[O:26]3)[c:27]2[n:28]1.[OH:34][NH3+:35].[cH:36]1[cH:37][cH:38][n:39][cH:40][cH:41]1>>[F:1][c:2]1[n:3][c:4]([NH2:29])[c:5]2[n:6][cH:7][n:8]([CH:9]3[CH:10]([OH:11])[CH:15]([O:16][C:17]([CH3:18])=[O:19])[CH:20]([CH2:21][O:22][C:23]([CH3:24])=[O:25])[O:26]3)[c:27]2[n:28]1.